From a dataset of the Open Reaction Database (ORD), a public repository of structured organic reaction records. describe an organic reaction: reactants, conditions, products, and yield Reactants: sulphide, C(C)(=O)OCC.O (ethyl acetate water), tosyl hydrazone, ( D ), C(C1=CC=CC=C1)=O (benzaldehyde). Reagents/catalysts: CC(=O)O.CC(=O)O.CC(=O)O.CC(=O)O.[Rh].[Rh] (rhodium (II) acetate dimer), [Cl-].C(C1=CC=CC=C1)[N+](CC)(CC)CC (benzyltriethylammonium chloride). The solvent is C(C)#N (acetonitrile). Yields the product C1(=CC=CC=C1)C1C(C2=CC=CC=C2)O1 (stilbene oxide). The yield is 59.0%. As a reaction SMILES: [CH:1](=[O:8])[C:2]1[CH:7]=[CH:6][CH:5]=[CH:4][CH:3]=1.C(O[CH2:13][CH3:14])(=O)C.O>[Cl-].C([N+](CC)(CC)CC)C1C=CC=CC=1.C(#N)C.CC(O)=O.CC(O)=O.CC(O)=O.CC(O)=O.[Rh].[Rh]>[C:13]1([CH:14]2[O:8][CH:1]2[C:2]2[CH:7]=[CH:6][CH:5]=[CH:4][CH:3]=2)[CH:6]=[CH:7][CH:2]=[CH:3][CH:4]=1 |f:1.2,3.4,6.7.8.9.10.11|. Reported procedure: To a rapidly stirred solution of a sulphide of formula (D) wherein Ra is CH2OCH3 and Rb is H (1 equivalent, 80 mg, 0.33 mmol), rhodium (II) acetate dimer (1 mol %, 1.5 mg, 0.003 mmol), benzyltriethylammonium chloride (20 mol %, 15 mg, 0.066 mmol) and benzaldehyde (35 mg, 0.33 mmol) in anhydrous acetonitrile (1 cm3) was added the tosyl hydrazone salt (1.5 equivalents, 147 mg, 0.495 mmol). The heterogeneous mixture was stirred rapidly at room temperature to facilitate even dispersion of the solid,... Starting materials: [BH4-].[Na+] (sodium borohydride), C(C)(=O)C1=CC(=CC=2C(C=C(OC21)C2=CC=NC=C2)=O)C (8-acetyl-6-methyl-2-(4-pyridinyl)-4H-1-benzopyran-4-one), O (water). Solvent: CO (methanol). The product is OC(C)C1=CC(=CC=2C(C=C(OC21)C2=CC=NC=C2)=O)C (8-(1-hydroxyethyl)-2-(4-pyridinyl)-6-methyl-4H-1-benzopyran-4-one). The yield is 86.2%. Reaction SMILES: [C:1]([C:4]1[C:13]2[O:12][C:11]([C:14]3[CH:19]=[CH:18][N:17]=[CH:16][CH:15]=3)=[CH:10][C:9](=[O:20])[C:8]=2[CH:7]=[C:6]([CH3:21])[CH:5]=1)(=[O:3])[CH3:2].[BH4-].[Na+].O>CO>[OH:3][CH:1]([C:4]1[C:13]2[O:12][C:11]([C:14]3[CH:19]=[CH:18][N:17]=[CH:16][CH:15]=3)=[CH:10][C:9](=[O:20])[C:8]=2[CH:7]=[C:6]([CH3:21])[CH:5]=1)[CH3:2] |f:1.2|. Procedure details: A mixture of 8-acetyl-6-methyl-2-(4-pyridinyl)-4H-1-benzopyran-4-one (4.6 g, 16.5 mmol) in methanol (100 ml) was treated with sodium borohydride (1.22 g, 33 mmol) and heated to reflux overnight. Upon cooling water (2 ml) was added and the solution concentrated to near-dryness in vacuo. Water (100 ml) was added and a precipitate formed which was filtered yielding a tan/orange solid (4.0 g).